Dataset: the Open Reaction Database (ORD), a public repository of structured organic reaction records. Task: describe an organic reaction: reactants, conditions, products, and yield As a reaction SMILES: [Cl:1][C:2]1[CH:3]=[CH:4][C:5]([C:32]#[N:33])=[C:6]([C:8]2[C:13]([O:14][CH3:15])=[CH:12][N:11]([CH:16]([CH2:24][CH:25]3[CH2:28][C:27]([F:30])([F:29])[CH2:26]3)[C:17]([O:19]C(C)(C)C)=[O:18])[C:10](=[O:31])[CH:9]=2)[CH:7]=1.C(O)(C(F)(F)F)=O>>[Cl:1][C:2]1[CH:3]=[CH:4][C:5]([C:32]#[N:33])=[C:6]([C:8]2[C:13]([O:14][CH3:15])=[CH:12][N:11]([CH:16]([CH2:24][CH:25]3[CH2:28][C:27]([F:30])([F:29])[CH2:26]3)[C:17]([OH:19])=[O:18])[C:10](=[O:31])[CH:9]=2)[CH:7]=1. The reactants are ClC=1C=CC(=C(C1)C1=CC(N(C=C1OC)C(C(=O)OC(C)(C)C)CC1CC(C1)(F)F)=O)C#N (tert-butyl 2-[4-(5-chloro-2-cyanophenyl)-5-methoxy-2-oxopyridin-1(2H)-yl]-3-(3,3-difluorocyclobutyl)propanoate), C(=O)(C(F)(F)F)O (TFA). Product: ClC=1C=CC(=C(C1)C1=CC(N(C=C1OC)C(C(=O)O)CC1CC(C1)(F)F)=O)C#N (2-[4-(5-Chloro-2-cyanophenyl)-5-methoxy-2-oxopyridin-1(2H)-yl]-3-(3,3-difluorocyclobutyl)propanoic acid). Reported procedure: 184 mg (0.37 mmol) of tert-butyl 2-[4-(5-chloro-2-cyanophenyl)-5-methoxy-2-oxopyridin-1(2H)-yl]-3-(3,3-difluorocyclobutyl)propanoate (racemate) were hydrolysed with TFA according to General Method 6A. Yield: 200 mg (purity 88%, quant.)